From a dataset of the Open Reaction Database (ORD), a public repository of structured organic reaction records. describe an organic reaction: reactants, conditions, products, and yield Reactants: O (water), COC1=NC(=NC(=C1)OC)OC1=C(C(=O)O)C=CC=C1 (2-(4,6-dimethoxypirimidin-2-yl)oxybenzoic acid), O.NN (hydrazine monohydrate), N,N'-carbonyldimidazole. The solvent is O1CCCC1 (tetrahydofuran). Conditions: time 20 minute. Product: COC1=NC(=NC(=C1)OC)OC1=C(C(=O)NN)C=CC=C1 (2-(4,6-dimethoxypirimidin-2-yl)oxybenzohydrazide). RXN SMILES: [CH3:1][O:2][C:3]1[CH:8]=[C:7]([O:9][CH3:10])[N:6]=[C:5]([O:11][C:12]2[CH:20]=[CH:19][CH:18]=[CH:17][C:13]=2[C:14](O)=[O:15])[N:4]=1.O.[NH2:22][NH2:23].O>O1CCCC1>[CH3:1][O:2][C:3]1[CH:8]=[C:7]([O:9][CH3:10])[N:6]=[C:5]([O:11][C:12]2[CH:20]=[CH:19][CH:18]=[CH:17][C:13]=2[C:14]([NH:22][NH2:23])=[O:15])[N:4]=1 |f:1.2|. Procedure details: 1.10 Gram of 2-(4,6-dimethoxypirimidin-2-yl)oxybenzoic acid was dissolved in 10 ml of tetrahydofuran, and 0.77 g of N,N'-carbonyldimidazole was added. After stirring at room temperature for 20 minutes, the reaction solution was cooled to 0° to 5° C. 0.72 Gram of hydrazine monohydrate was added with keeping this temperature. After stirring at 0° to 5° C. for 30 minutes, the reaction solution was pourd into water, and extracted with ethyl acetate. The organic layer was washed with saturated sodium... Starting materials: C(CCCCCCCCCCC\C=C/CCCCCCCC)(=O)C(CCC(CCCCCCCCCCC\C=C/CCCCCCCC)=O)O (1,3 dierucoylpropanol), C(CCCCCCC\C=C/CCCCCCCC)(=O)O (oleic acid), C1(CCCCC1)N=C=NC1CCCCC1 (dicyclohexylcarbodiimide). The reagents and catalysts are CN(C1=CC=NC=C1)C (4-dimethylaminopyridine). Product: C(CCCCCCCCCCC\C=C/CCCCCCCC)(=O)CC(CC(CCCCCCCCCCC\C=C/CCCCCCCC)=O)C(CCCCCCC\C=C/CCCCCCCC)=O (1,3 dierucoyl 2-oleoyl propane). As a reaction SMILES: [C:1]([CH:24](O)[CH2:25][CH2:26][C:27](=[O:49])[CH2:28][CH2:29][CH2:30][CH2:31][CH2:32][CH2:33][CH2:34][CH2:35][CH2:36][CH2:37][CH2:38]/[CH:39]=[CH:40]\[CH2:41][CH2:42][CH2:43][CH2:44][CH2:45][CH2:46][CH2:47][CH3:48])(=[O:23])[CH2:2][CH2:3][CH2:4][CH2:5][CH2:6][CH2:7][CH2:8][CH2:9][CH2:10][CH2:11][CH2:12]/[CH:13]=[CH:14]\[CH2:15][CH2:16][CH2:17][CH2:18][CH2:19][CH2:20][CH2:21][CH3:22].[C:51]([OH:70])(=O)[CH2:52][CH2:53][CH2:54][CH2:55][CH2:56][CH2:57][CH2:58]/[CH:59]=[CH:60]\[CH2:61][CH2:62][CH2:63][CH2:64][CH2:65][CH2:66][CH2:67][CH3:68].C1(N=C=NC2CCCCC2)CCCCC1>CN(C)C1C=CN=CC=1>[C:27]([CH2:26][CH:25]([C:51](=[O:70])[CH2:52][CH2:53][CH2:54][CH2:55][CH2:56][CH2:57][CH2:58]/[CH:59]=[CH:60]\[CH2:61][CH2:62][CH2:63][CH2:64][CH2:65][CH2:66][CH2:67][CH3:68])[CH2:24][C:1](=[O:23])[CH2:2][CH2:3][CH2:4][CH2:5][CH2:6][CH2:7][CH2:8][CH2:9][CH2:10][CH2:11][CH2:12]/[CH:13]=[CH:14]\[CH2:15][CH2:16][CH2:17][CH2:18][CH2:19][CH2:20][CH2:21][CH3:22])(=[O:49])[CH2:28][CH2:29][CH2:30][CH2:31][CH2:32][CH2:33][CH2:34][CH2:35][CH2:36][CH2:37][CH2:38]/[CH:39]=[CH:40]\[CH2:41][CH2:42][CH2:43][CH2:44][CH2:45][CH2:46][CH2:47][CH3:48]. Procedure details: A triacylglycerol containing oil having an EOE content of at least 50% based on total triacylglycerol composition can be chemically synthesized using 1,3 dihydroxyacetone and free erucic and oleic fatty acids as starting materials. Oils chemically synthesized as described herein have EOE contents of 80% or greater, and preferably greater than 90%. In the first step, 1,3 dihydroxyacetone dimer and erucic acid can be reacted in the presence of dicyclohexylcarbodiimide and 4-dimethylaminopyridine t... Starting materials: NC1=C(C(=O)O)C=CC=C1 (2-aminobenzoic acid), ClCCCC(=O)C1=CC=CC=C1 (4-chloro-1-phenyl-1-butanone), C1(=CC=C(C=C1)S(=O)(=O)O)C (p-toluenesulfonic acid). The solvent is C=1(C(=CC=CC1)C)C (xylene). Yields the product C1(=CC=CC=C1)C12N(C3=C(C(O1)=O)C=CC=C3)CCC2 (1,2,3,3a-Tetrahydro-3a-phenyl-5H-pyrrolo[1,2-a]-3,1-benzoxazin-5-one). Reaction SMILES: [NH2:1][C:2]1[CH:10]=[CH:9][CH:8]=[CH:7][C:3]=1[C:4]([OH:6])=[O:5].Cl[CH2:12][CH2:13][CH2:14][C:15]([C:17]1[CH:22]=[CH:21][CH:20]=[CH:19][CH:18]=1)=O.C1(C)C=CC(S(O)(=O)=O)=CC=1>C1(C)C(C)=CC=CC=1>[C:17]1([C:15]23[CH2:14][CH2:13][CH2:12][N:1]2[C:2]2[CH:10]=[CH:9][CH:8]=[CH:7][C:3]=2[C:4](=[O:6])[O:5]3)[CH:22]=[CH:21][CH:20]=[CH:19][CH:18]=1. Reported procedure: A mixture of 26.1 g of 2-aminobenzoic acid, 36.5 g of 4-chloro-1-phenyl-1-butanone, 0.5 g of p-toluenesulfonic acid and 250 ml of xylene were refluxed with a water trap. After the reaction was complete, the solvent was removed by distillation and the remaining solid was recrystallized from ethanol. Yield: 41.1 g (81.5%), melting point 152° C. Reactants: NC1=NC(=C(C(=N1)N)C1=C(C(=CC=C1)Cl)Cl)C (2,4-Diamino-5-(2,3-dichlorophenyl)-6-methylpyrimidine), NC1=NC=C(C(=N1)N)C1=C(C=C(C=C1)[N+](=O)[O-])C1=C(C(=CC=C1)Cl)Cl (2,4-Diamino-5-(2,3-dichlorophenyl-4-nitrophenyl)-pyrimidine), NC1=NC(=C(C(=N1)N)C1=C(C(=CC(=C1)[N+](=O)[O-])Cl)Cl)C (2,4-diamino-5(2,3-dichloro-5-nitrophenyl)-6-methyl pyrimidine). The product is NC1=NC(=C(C(=N1)N)C1=C(C(=C(C=C1)[N+](=O)[O-])Cl)Cl)C (2,4-Diamino-5-(2,3-dichloro-4-nitrophenyl)-6-methyl pyrimidine). RXN SMILES: [NH2:1][C:2]1[N:7]=[C:6]([NH2:8])[C:5]([C:9]2[CH:14]=[CH:13][CH:12]=[C:11]([Cl:15])[C:10]=2[Cl:16])=[C:4]([CH3:17])[N:3]=1.NC1N=C(N)C(C2C=CC([N+:32]([O-:34])=[O:33])=CC=2C2C=CC=C(Cl)C=2Cl)=CN=1.NC1N=C(N)C(C2C=C([N+]([O-])=O)C=C(Cl)C=2Cl)=C(C)N=1>>[NH2:1][C:2]1[N:7]=[C:6]([NH2:8])[C:5]([C:9]2[CH:14]=[CH:13][C:12]([N+:32]([O-:34])=[O:33])=[C:11]([Cl:15])[C:10]=2[Cl:16])=[C:4]([CH3:17])[N:3]=1. Procedure: This compound was made from the compound of Example 15 in an analogous manner to the compound of Example 39, mp. 265° C. Also obtained from this reaction was 2,4-diamino-5(2,3-dichloro-5-nitrophenyl)-6-methyl pyrimidine. Starting materials: ClC=1C=C(C=CC1)NC1=NC=2C(C3=CN=CC=C13)=CC=CC2C(=O)[O-] (5-(3-chlorophenylamino)benzo[c][2,6]naphthyridine-7-carboxylate), O (Water), Cl (HCl), [OH-].[Na+] (NaOH). Yields the product ClC=1C=C(C=CC1)NC1=NC=2C(C3=CN=CC=C13)=CC=CC2C(=O)O (5-(3-chlorophenylamino)benzo[c][2,6]naphthyridine-7-carboxylic acid). Procedure details: 5-(3-chlorophenylamino)benzo[c][2,6]naphthyridine-7-carboxylate (29 mg) was stirred in ethanol (2 ml) and 6N aqueous NaOH (1 ml) at 60° C. for 30 minutes. Water and HCl were added to reach pH=1. The resulting precipitate was filtered, washed with water and dried to afford 5-(3-chlorophenylamino)benzo[c][2,6]naphthyridine-7-carboxylic acid as a solid. LCMS (ES): >95% pure, m/z 350 [M+1]+. Reaction SMILES: [Cl:1][C:2]1[CH:3]=[C:4]([NH:8][C:9]2[C:18]3[C:13](=[CH:14][N:15]=[CH:16][CH:17]=3)[C:12]3=[CH:19][CH:20]=[CH:21][C:22]([C:23]([O-:25])=[O:24])=[C:11]3[N:10]=2)[CH:5]=[CH:6][CH:7]=1.[OH-].[Na+].O.Cl>C(O)C>[Cl:1][C:2]1[CH:3]=[C:4]([NH:8][C:9]2[C:18]3[C:13](=[CH:14][N:15]=[CH:16][CH:17]=3)[C:12]3=[CH:19][CH:20]=[CH:21][C:22]([C:23]([OH:25])=[O:24])=[C:11]3[N:10]=2)[CH:5]=[CH:6][CH:7]=1 |f:1.2|. The solvent is C(C)O (ethanol).